This data is from the Open Reaction Database (ORD), a public repository of structured organic reaction records. The task is: describe an organic reaction: reactants, conditions, products, and yield Starting materials: C(=O)(O)C12CCC(CC1)(CC2)NCC(=O)N2[C@@H](C[C@@H](C2)F)C#N ((2S,4S)-1-[[N-(4-carboxybicyclo[2.2.2]oct-1-yl)amino]acetyl]-4-fluoropyrrolidine-2-carbonitrile), NC=1SC=C(N1)C1=CC=C(C=C1)F (2-amino-4-(4-fluorophenyl)thiazole). The product is F[C@H]1C[C@H](N(C1)C(CNC12CCC(CC1)(CC2)C(=O)NC=2SC=C(N2)C2=CC=C(C=C2)F)=O)C#N ((2S,4S)-4-fluoro-1-[[N-[4-[N-[4-(4-fluorophenyl)thiazol-2-yl]amino)carbonylbicyclo[2.2.2]oct-1-yl]amino]acetyl]pyrrolidine-2-carbonitrile). Yield: 65.5%. As a reaction SMILES: [C:1]([C:4]12[CH2:11][CH2:10][C:7]([NH:12][CH2:13][C:14]([N:16]3[CH2:20][C@@H:19]([F:21])[CH2:18][C@H:17]3[C:22]#[N:23])=[O:15])([CH2:8][CH2:9]1)[CH2:6][CH2:5]2)(O)=[O:2].[NH2:24][C:25]1[S:26][CH:27]=[C:28]([C:30]2[CH:35]=[CH:34][C:33]([F:36])=[CH:32][CH:31]=2)[N:29]=1>>[F:21][C@@H:19]1[CH2:20][N:16]([C:14](=[O:15])[CH2:13][NH:12][C:7]23[CH2:6][CH2:5][C:4]([C:1]([NH:24][C:25]4[S:26][CH:27]=[C:28]([C:30]5[CH:31]=[CH:32][C:33]([F:36])=[CH:34][CH:35]=5)[N:29]=4)=[O:2])([CH2:11][CH2:10]2)[CH2:9][CH2:8]3)[C@H:17]([C:22]#[N:23])[CH2:18]1. Procedure details: In a similar manner to Example 87, (2S,4S)-1-[[N-(4-carboxybicyclo[2.2.2]oct-1-yl)amino]acetyl]-4-fluoropyrrolidine-2-carbonitrile (50.0 mg) and 2-amino-4-(4-fluorophenyl)thiazole (66.1 mg) were used to obtain (2S,4S)-4-fluoro-1-[[N-[4-[N-[4-(4-fluorophenyl)thiazol-2-yl]amino)carbonylbicyclo[2.2.2]oct-1-yl]amino]acetyl]pyrrolidine-2-carbonitrile (50.6 mg). The reactants are [N+](=O)([O-])[O-].[NH4+].[Ce+4].[N+](=O)([O-])[O-].[N+](=O)([O-])[O-].[N+](=O)([O-])[O-].[N+](=O)([O-])[O-] (cerium(IV) ammonium nitrate), CC1(OC2=C(C(=C(C(=C2CC1)CC=C(C)C)O)C)C)C (2,2,7,8-tetramethyl-5-(3-methyl-but-2-enyl)-chroman-6-ol), 2005/0065099 A1, ClCCl (dichloromethane), O (water). Solvent: C(C)#N.O (acetonitrile water), C(C)#N.O (acetonitrile water). Reaction conditions: time 5 minute. Product: OC(CCC=1C(C(=C(C(C1CC=C(C)C)=O)C)C)=O)(C)C (2-(3-hydroxy-3-methyl-butyl)-5,6-dimethyl-3-(3-methyl-but-2-enyl)-[1,4]benzoquinone). Yield: 48.5%. RXN SMILES: [CH3:1][C:2]1([CH3:20])[CH2:11][CH2:10][C:9]2[C:4](=[C:5]([CH3:19])[C:6]([CH3:18])=[C:7]([OH:17])[C:8]=2[CH2:12][CH:13]=[C:14]([CH3:16])[CH3:15])[O:3]1.[N+]([O-])([O-])=[O:22].[NH4+].[Ce+4].[N+]([O-])([O-])=O.[N+]([O-])([O-])=O.[N+]([O-])([O-])=O.[N+]([O-])([O-])=O.ClCCl.O>C(#N)C.O>[OH:3][C:2]([CH3:20])([CH3:1])[CH2:11][CH2:10][C:9]1[C:4](=[O:22])[C:5]([CH3:19])=[C:6]([CH3:18])[C:7](=[O:17])[C:8]=1[CH2:12][CH:13]=[C:14]([CH3:16])[CH3:15] |f:1.2.3.4.5.6.7,10.11|. Procedure details: To a stirring solution of 113 mg 2,2,7,8-tetramethyl-5-(3-methyl-but-2-enyl)-chroman-6-ol (prepared in the method of Walkinshaw, et al., US 2005/0065099 A1, Mar. 24, 2005) in 3.75 mL acetonitrile-water (5:1) at 5° C. was added a yellow solution of cerium(IV) ammonium nitrate (475 mg) in acetonitrile-water (1:4, 2.75 mL) over a period of 5 minutes. The reaction mixture was allowed to stir for an additional 5 minutes, after which it was poured into a separatory funnel containing dichloromethane (3... The reactants are C(C)OC(C(C)(OC1=CC=C(C=C1)OCCC=1N=C(OC1C)C1=CC(=CC=C1)C#CC1=CC=CC=C1)C)=O (2-Methyl-2-(4-{2-[5-methyl-2-(3-phenylethynylphenyl)oxazol-4-yl]ethoxy)phenoxy)propionic acid ethyl ester). The solvent is hexanes, CCOC(=O)C (EtOAc). Yields the product C(C)OC(C(C)(C)OC1=CC=C(C=C1)OCCC=1N=C(OC1C)C1=CC(=CC=C1)C#C)=O (2-(4-{2-[2-(3-Ethynylphenyl)-5-methyloxazol-4-yl]ethoxy}phenoxy)-2-methylpropionic acid ethyl ester). As a reaction SMILES: [CH2:1]([O:3][C:4](=[O:38])[C:5]([CH3:37])([O:7][C:8]1[CH:13]=[CH:12][C:11]([O:14][CH2:15][CH2:16][C:17]2[N:18]=[C:19]([C:23]3[CH:28]=[CH:27][CH:26]=[C:25]([C:29]#[C:30]C4C=CC=CC=4)[CH:24]=3)[O:20][C:21]=2[CH3:22])=[CH:10][CH:9]=1)[CH3:6])[CH3:2]>CCOC(C)=O>[CH2:1]([O:3][C:4](=[O:38])[C:5]([O:7][C:8]1[CH:9]=[CH:10][C:11]([O:14][CH2:15][CH2:16][C:17]2[N:18]=[C:19]([C:23]3[CH:28]=[CH:27][CH:26]=[C:25]([C:29]#[CH:30])[CH:24]=3)[O:20][C:21]=2[CH3:22])=[CH:12][CH:13]=1)([CH3:6])[CH3:37])[CH3:2]. Procedure details: 2-Methyl-2-(4-{2-[5-methyl-2-(3-phenylethynylphenyl)oxazol-4-yl]ethoxy)phenoxy)propionic acid ethyl ester Rf=0.46 in 1:4 EtOAc:hexanes; 1H NMR (400 MHz, CDCl3) δ 8.14 (s, 1H), 7.90 (d, 1H), 7.53-7.49 (m, 3H), 7.40-7.28 (m, 4H), 6.81-6.72 (m, 4H), 4.21-4.14 (m, 4H), 2.93 (t, 2H), 2.32 (s, 3H), 1.48 (s, 6H), 1.23 (t, 3H); MS (EI) 532.2 (M+Na)+, 510.2 (M+H)+. Reactants: C[Mg+], CI, CC1=CCCC(C)(C)C1C=CC(C)C=O, [Cl-], [I-], [Mg], [NH4+]. Product: CC1=CCCC(C)(C)C1C=CC(C)C(C)O. As a reaction SMILES: [CH3:2][Mg+:3].[CH3:5][I:6].[CH3:7][CH:8]([CH:9]=[O:10])[CH:11]=[CH:12][CH:13]1[C:14]([CH3:21])=[CH:15][CH2:16][CH2:17][C:18]1([CH3:19])[CH3:20].[Cl-:22].[I-:1].[Mg:4].[NH4+:23]>>[CH3:2][CH:9]([CH:8]([CH3:7])[CH:11]=[CH:12][CH:13]1[C:14]([CH3:21])=[CH:15][CH2:16][CH2:17][C:18]1([CH3:19])[CH3:20])[OH:10].